Dataset: the Open Reaction Database (ORD), a public repository of structured organic reaction records. Task: describe an organic reaction: reactants, conditions, products, and yield Reactants: C(\C=C/C(=O)O)(=O)O.CN1CCC(CC1)=C (1-methyl-4-methlenepiperidine maleate), BrC(=NO)Br (dibromoformaldoxime), C([O-])([O-])=O.[Na+].[Na+] (sodium carbonate). Run in C([O-])(O)=O.[Na+] (sodium bicarbonate). Reaction conditions: time 1.5 hour. The product is BrC1=NOC2(C1)CCN(CC2)C (3-Bromo-8-methyl-1-oxa-2,8-diazaspiro[4,5]dec-2-ene). The yield is 35.5%. RXN SMILES: C(O)(=O)/C=C\C(O)=O.[CH3:9][N:10]1[CH2:15][CH2:14][C:13](=[CH2:16])[CH2:12][CH2:11]1.[Br:17][C:18](Br)=[N:19][OH:20].C(=O)([O-])[O-].[Na+].[Na+]>C(=O)(O)[O-].[Na+]>[Br:17][C:18]1[CH2:16][C:13]2([CH2:14][CH2:15][N:10]([CH3:9])[CH2:11][CH2:12]2)[O:20][N:19]=1 |f:0.1,3.4.5,6.7|. Procedure details: To a solution of 1-methyl-4-methlenepiperidine maleate (1.8 g, 0.0081 mol) in saturated sodium bicarbonate (50 mL) was added dibromoformaldoxime (4.94 g, 0.0244 mol) portionwise. The reaction was stirred at room temperature for 1.5 hours. Additional sodium carbonate was added and then the reaction mixture was extracted with chloroform. The extract was dried(MgSO4) and the solvent was evaporated. The residue was purified by flash chromatography on silica gel and elution with ammoniated CHCl3 /EtO... Reactants: CCOC=C(C(=O)OCC)C(=O)OCC, Cc1ccccc1, Nc1ccccc1C(F)(F)F. The product is CCOC(=O)C(=CNc1ccccc1C(F)(F)F)C(=O)OCC. Reaction SMILES: [CH2:1]([O:2][CH:4]=[C:5]([C:6](=[O:7])[O:8][CH2:9][CH3:10])[C:11](=[O:12])[O:13][CH2:14][CH3:15])[CH3:3].[CH3:27][c:28]1[cH:29][cH:30][cH:31][cH:32][cH:33]1.[F:16][C:17]([c:18]1[c:19]([NH2:20])[cH:21][cH:22][cH:23][cH:24]1)([F:25])[F:26]>>[CH:4](=[C:5]([C:6](=[O:7])[O:8][CH2:9][CH3:10])[C:11](=[O:12])[O:13][CH2:14][CH3:15])[NH:20][c:19]1[c:18]([C:17]([F:16])([F:25])[F:26])[cH:24][cH:23][cH:22][cH:21]1. Reaction SMILES: [C:1]([N:4]1[CH2:9][CH2:8][CH:7]([CH2:10][CH2:11][CH2:12][C:13](=[O:21])[C:14]2[CH:19]=[CH:18][C:17]([F:20])=[CH:16][CH:15]=2)[CH2:6][CH2:5]1)(=O)[CH3:2]>Cl>[CH2:1]([N:4]1[CH2:9][CH2:8][CH:7]([CH2:10][CH2:11][CH2:12][C:13](=[O:21])[C:14]2[CH:19]=[CH:18][C:17]([F:20])=[CH:16][CH:15]=2)[CH2:6][CH2:5]1)[C:2]1[CH:9]=[CH:8][CH:7]=[CH:6][CH:5]=1. Solvent: Cl (hydrochloric acid). Procedure details: A solution of 1-acetyl-4-[3-(4-fluorobenzoyl)propyl]piperidine(1.7 g) in concentrated hydrochloric acid (115 mi) was refluxed for 16 hours and the hydrochloric acid was then distilled off under reduced pressure. The residue was dissolved in water and the solution was made weakly basic (pH ca.8) with 5% aqueous sodium hydroxide solution and extracted with dichloromethane. The extract was washed with water and dried over anhydrous sodium sulfate and the solvent was distilled off to recover 1.3 g o... Product: C(C1=CC=CC=C1)N1CCC(CC1)CCCC(C1=CC=C(C=C1)F)=O (1-benzyl-4-[3-(4-fluorobenzoyl)propyl]piperidine). Isolated yield 161.6%. Reaction conditions: time 2 hour. Starting materials: C(C)(=O)N1CCC(CC1)CCCC(C1=CC=C(C=C1)F)=O (1-acetyl-4-[3-(4-fluorobenzoyl)propyl]piperidine). The reactants are [OH-].[Na+] (sodium hydroxide), C(CS)S (1,2-ethanedithiol), B(F)(F)F.CCOCC (boron trifluoride diethyl etherate), BrC1=CC(=C2CCCC(C2=C1C)=O)C (7-bromo-5,8-dimethyltetralone). The solvent is C(Cl)Cl (methylene chloride). Conditions: time 3 hour. Yields the product BrC1=CC(=C2CCCC3(C2=C1C)SCCS3)C (7'-bromo-3',4'-dihydro-5',8'-dimethlspiro[1,3-dithiolane-2,1'(2'H)-naphthalene]). Reaction SMILES: [Br:1][C:2]1[C:11]([CH3:12])=[C:10]2[C:5]([CH2:6][CH2:7][CH2:8][C:9]2=O)=[C:4]([CH3:14])[CH:3]=1.[CH2:15]([SH:18])[CH2:16][SH:17].B(F)(F)F.CCOCC.[OH-].[Na+]>C(Cl)Cl>[Br:1][C:2]1[C:11]([CH3:12])=[C:10]2[C:5]([CH2:6][CH2:7][CH2:8][C:9]32[S:18][CH2:15][CH2:16][S:17]3)=[C:4]([CH3:14])[CH:3]=1 |f:2.3,4.5|. Procedure details: To a mixture of 20.0 g of the title compound of Step A in 500 mL of methylene chloride was added 11.2 mL of 1,2-ethanedithiol (purchased from Aldrich Chemical Co.) and 17.0 mL of boron trifluoride diethyl etherate (purchased from Janssen Chimica). The mixture was stirred at room temperature for 3 h. To this reaction mixture was added 15% aqueous sodium hydroxide and the resulting mixture was extracted with methylene chloride. The combined organic extracts were dried over MgSO4, filtered, and con... Starting materials: [Al+3], Cl, [H-], [H-], [H-], [H-], [Li+], C1CCOC1, CC(=Cc1ccc(O)cc1)c1ccc2c(c1)C(C)(C)C(=O)C2(C)C. Product: CC(=Cc1ccc(O)cc1)c1ccc2c(c1)C(C)(C)C(O)C2(C)C. Reaction SMILES: [Al+3:26].[ClH:31].[H-:25].[H-:28].[H-:29].[H-:30].[Li+:27].[O:32]1[CH2:33][CH2:34][CH2:35][CH2:36]1.[OH:1][c:2]1[cH:3][cH:4][c:5]([CH:6]=[C:7]([CH3:8])[c:9]2[cH:10][c:11]3[c:15]([cH:16][cH:17]2)[C:14]([CH3:18])([CH3:19])[C:13](=[O:20])[C:12]3([CH3:21])[CH3:22])[cH:23][cH:24]1>>[OH:1][c:2]1[cH:3][cH:4][c:5]([CH:6]=[C:7]([CH3:8])[c:9]2[cH:10][c:11]3[c:15]([cH:16][cH:17]2)[C:14]([CH3:18])([CH3:19])[CH:13]([OH:20])[C:12]3([CH3:21])[CH3:22])[cH:23][cH:24]1. Starting materials: CC(C)(C)OC(=O)N1CCC(CN)(c2ccc(I)cc2)CC1, CCOC(C)=O, O=S(=O)(Cl)c1ccc(F)c(Cl)c1, ClCCl, c1ccncc1. Product: CC(C)(C)OC(=O)N1CCC(CNS(=O)(=O)c2ccc(F)c(Cl)c2)(c2ccc(I)cc2)CC1. As a reaction SMILES: [C:1]([CH3:2])([CH3:3])([CH3:4])[O:5][C:6](=[O:7])[N:8]1[CH2:9][CH2:10][C:11]([c:14]2[cH:15][cH:16][c:17]([I:20])[cH:18][cH:19]2)([CH2:21][NH2:22])[CH2:12][CH2:13]1.[CH3:44][CH2:45][O:46][C:47]([CH3:48])=[O:49].[Cl:23][c:24]1[cH:25][c:26]([S:31](=[O:32])(=[O:33])[Cl:34])[cH:27][cH:28][c:29]1[F:30].[Cl:41][CH2:42][Cl:43].[cH:35]1[cH:36][cH:37][n:38][cH:39][cH:40]1>>[C:1]([CH3:2])([CH3:3])([CH3:4])[O:5][C:6](=[O:7])[N:8]1[CH2:9][CH2:10][C:11]([c:14]2[cH:15][cH:16][c:17]([I:20])[cH:18][cH:19]2)([CH2:21][NH:22][S:31]([c:26]2[cH:25][c:24]([Cl:23])[c:29]([F:30])[cH:28][cH:27]2)(=[O:32])=[O:33])[CH2:12][CH2:13]1. Starting materials: N1(C=NC=C1)CCOC=1C=C(C=CC1)NC1=NC=CC(=N1)C=1SC=CC1 (N-[3-[2-(1H-imidazol-1-yl)ethoxy]phenyl]-4-(2-thienyl)-2-pyrimidinamine), C(C(O)C)(=O)O (lactic acid). The solvent is C(C)O (ethyl alcohol), C(C)O (ethyl alcohol). Product: OC(C(=O)O)C.N1(C=NC=C1)CCOC=1C=C(C=CC1)NC1=NC=CC(=N1)C=1SC=CC1 (N-[3-[2-(1H-Imidazol-1-yl)ethoxy]phenyl]-4-(2-thienyl)-2-pyrimidinamine mono(2-hydroxypropanoate)). RXN SMILES: [N:1]1([CH2:6][CH2:7][O:8][C:9]2[CH:10]=[C:11]([NH:15][C:16]3[N:21]=[C:20]([C:22]4[S:23][CH:24]=[CH:25][CH:26]=4)[CH:19]=[CH:18][N:17]=3)[CH:12]=[CH:13][CH:14]=2)[CH:5]=[CH:4][N:3]=[CH:2]1.[C:27]([OH:32])(=[O:31])[CH:28]([CH3:30])[OH:29]>C(O)C>[OH:29][CH:28]([CH3:30])[C:27]([OH:32])=[O:31].[N:1]1([CH2:6][CH2:7][O:8][C:9]2[CH:10]=[C:11]([NH:15][C:16]3[N:21]=[C:20]([C:22]4[S:23][CH:24]=[CH:25][CH:26]=4)[CH:19]=[CH:18][N:17]=3)[CH:12]=[CH:13][CH:14]=2)[CH:5]=[CH:4][N:3]=[CH:2]1 |f:3.4|. Procedure details: To a solution of 1.0 g of N-[3-[2-(1H-imidazol-1-yl)ethoxy]phenyl]-4-(2-thienyl)-2-pyrimidinamine in 10 ml of hot ethyl alcohol is added 5 ml of ethyl alcohol containing 0.25 g of lactic acid. Crystals begin to form and the reaction mixture is cooled. The solid is collected by filtration, washed with ethyl alcohol and dried to afford the desired product.